From a dataset of the Open Reaction Database (ORD), a public repository of structured organic reaction records. describe an organic reaction: reactants, conditions, products, and yield Reactants: ClC=1N=C(C2=C(N1)C=C(S2)I)N2CCOCC2 (2-Chloro-6-iodo-4-morpholinothieno[3,2-d]pyrimidine), C(=O)C=1C=C(C=CC1)B(O)O (3-formylbenzeneboronic acid). The reagents and catalysts are Cl[Pd]([P](C1=CC=CC=C1)(C2=CC=CC=C2)C3=CC=CC=C3)([P](C4=CC=CC=C4)(C5=CC=CC=C5)C6=CC=CC=C6)Cl (Bis(triphenylphosphine)palladium(II) dichloride). The solvent is C(=O)([O-])[O-].[Na+].[Na+] (Na2CO3), C(C)#N (acetonitrile), C(C)(=O)OCC (ethyl acetate). The product is ClC=1N=C(C2=C(N1)C=C(S2)C=2C=C(C=O)C=CC2)N2CCOCC2 (3-(2-chloro-4-morpholinothieno[3,2-d]pyrimidin-6-yl)benzaldehyde). Isolated yield 35.0%. RXN SMILES: [Cl:1][C:2]1[N:3]=[C:4]([N:12]2[CH2:17][CH2:16][O:15][CH2:14][CH2:13]2)[C:5]2[S:10][C:9](I)=[CH:8][C:6]=2[N:7]=1.[CH:18]([C:20]1[CH:21]=[C:22](B(O)O)[CH:23]=[CH:24][CH:25]=1)=[O:19]>C([O-])([O-])=O.[Na+].[Na+].C(#N)C.C(OCC)(=O)C.Cl[Pd](Cl)([P](C1C=CC=CC=1)(C1C=CC=CC=1)C1C=CC=CC=1)[P](C1C=CC=CC=1)(C1C=CC=CC=1)C1C=CC=CC=1>[Cl:1][C:2]1[N:3]=[C:4]([N:12]2[CH2:17][CH2:16][O:15][CH2:14][CH2:13]2)[C:5]2[S:10][C:9]([C:24]3[CH:25]=[C:20]([CH:21]=[CH:22][CH:23]=3)[CH:18]=[O:19])=[CH:8][C:6]=2[N:7]=1 |f:2.3.4,^1:46,65|. Procedure: 2-Chloro-6-iodo-4-morpholinothieno[3,2-d]pyrimidine 19 (300 mg), 130 mg of 3-formylbenzeneboronic acid and 55 mg of Bis(triphenylphosphine)palladium(II) dichloride in 0.6 mL of 1M Na2CO3 and 0.6 mL of acetonitrile was heated to 100° C. in the microwave reactor for 15 min. The reaction mixture was diluted with ethyl acetate (60 mL), and then washed with H2O (40 mL). The organic layer was dried over MgSO4, filtered and evaporated. The residue was purified by ISCO CombiFlash (0-40% ethyl acetate/he...